describe an organic reaction: reactants, conditions, products, and yield From a dataset of the Open Reaction Database (ORD), a public repository of structured organic reaction records. The reactants are OC1=CC=C(C=C1)C1C2=CC(=CC=C2C2=CC=C3C(=C12)C=CC(=C3)OC)OC (11-(4-hydroxyphenyl)-3,9-bis(methoxy)-11H-benzo[a]fluorene), C([O-])([O-])=O.[K+].[K+] (potassium carbonate), Cl.ClCCN1CCCCC1 (1-(2-chloroethyl)piperidine hydrochloride). The solvent is CN(C=O)C (dimethylformamide). Product: COC1=CC=2C(=C3C(C4=CC(=CC=C4C3=CC2)OC)C2=CC=C(C=C2)OCCN2CCCCC2)C=C1 (3,9-bis(methoxy)-11-[4-(2-piperidin-1-ylethoxy)-phenyl]-11H-benzo[a]fluorene). Reaction SMILES: [OH:1][C:2]1[CH:7]=[CH:6][C:5]([CH:8]2[C:20]3[C:15](=[CH:16][CH:17]=[C:18]4[CH:24]=[C:23]([O:25][CH3:26])[CH:22]=[CH:21][C:19]4=3)[C:14]3[C:9]2=[CH:10][C:11]([O:27][CH3:28])=[CH:12][CH:13]=3)=[CH:4][CH:3]=1.C(=O)([O-])[O-].[K+].[K+].Cl.Cl[CH2:37][CH2:38][N:39]1[CH2:44][CH2:43][CH2:42][CH2:41][CH2:40]1>CN(C)C=O>[CH3:26][O:25][C:23]1[CH:22]=[CH:21][C:19]2=[C:20]3[C:15](=[CH:16][CH:17]=[C:18]2[CH:24]=1)[C:14]1[C:9](=[CH:10][C:11]([O:27][CH3:28])=[CH:12][CH:13]=1)[CH:8]3[C:5]1[CH:4]=[CH:3][C:2]([O:1][CH2:37][CH2:38][N:39]2[CH2:44][CH2:43][CH2:42][CH2:41][CH2:40]2)=[CH:7][CH:6]=1 |f:1.2.3,4.5|. Procedure details: A 1.8 g portion of the compound of Example 3 was combined with 3.4 g of potassium carbonate, 0.95 g of 1-(2-chloroethyl)piperidine hydrochloride and 20 ml of dimethylformamide, and the reaction was carried out and the product was isolated as described above in Example 6. The chromatography gave 2.05 g of purified product, which was recrystallized from ethyl acetate/isooctane to obtain 1.93 g of highly purified product, m.p. 162°-164° C. Reactants: CCSC1NC(=O)C1CCCNC(=NC(=O)OCc1ccccc1)NC(=O)OCc1ccccc1, C1CCOC1, C[Si](C)(C)[N-][Si](C)(C)C, CC(=O)Cl, [Li+]. Yields the product CCSC1C(CCCNC(=NC(=O)OCc2ccccc2)NC(=O)OCc2ccccc2)C(=O)N1C(C)=O. Reaction SMILES: [CH2:1]([CH3:2])[S:3][CH:4]1[CH:5]([CH2:9][CH2:10][CH2:11][NH:12][C:13](=[N:14][C:15](=[O:16])[O:17][CH2:18][c:19]2[cH:20][cH:21][cH:22][cH:23][cH:24]2)[NH:25][C:26](=[O:27])[O:28][CH2:29][c:30]2[cH:31][cH:32][cH:33][cH:34][cH:35]2)[C:6](=[O:8])[NH:7]1.[CH2:50]1[O:51][CH2:52][CH2:53][CH2:54]1.[CH3:36][Si:37]([N-:38][Si:39]([CH3:40])([CH3:41])[CH3:42])([CH3:43])[CH3:44].[CH3:46][C:47]([Cl:48])=[O:49].[Li+:45]>>[CH2:1]([CH3:2])[S:3][CH:4]1[CH:5]([CH2:9][CH2:10][CH2:11][NH:12][C:13](=[N:14][C:15](=[O:16])[O:17][CH2:18][c:19]2[cH:20][cH:21][cH:22][cH:23][cH:24]2)[NH:25][C:26](=[O:27])[O:28][CH2:29][c:30]2[cH:31][cH:32][cH:33][cH:34][cH:35]2)[C:6](=[O:8])[N:7]1[C:47]([CH3:46])=[O:49].